The task is: describe an organic reaction: reactants, conditions, products, and yield. This data is from the Open Reaction Database (ORD), a public repository of structured organic reaction records. The reactants are CCN(C(C)C)C(C)C (DIPEA), Cl.FC1(CCC(CC1)CC1NCCC(C1)C(=O)OC)F (Methyl 2-((4,4-difluorocyclohexyl)methyl)piperidine-4-carboxylate hydrochloride), C(OC)(=O)Cl (Methyl carbonochloridate). Solvent: C(Cl)Cl (DCM). Conditions: time 2 hour. Product: FC1(CCC(CC1)CC1N(CCC(C1)C(=O)OC)C(=O)OC)F (dimethyl 2-((4,4-difluorocyclohexyl)methyl)piperidine-1,4-dicarboxylate). The yield is 104.5%. As a reaction SMILES: Cl.[F:2][C:3]1([F:20])[CH2:8][CH2:7][CH:6]([CH2:9][CH:10]2[CH2:15][CH:14]([C:16]([O:18][CH3:19])=[O:17])[CH2:13][CH2:12][NH:11]2)[CH2:5][CH2:4]1.CCN(C(C)C)C(C)C.[C:30](Cl)(=[O:33])[O:31][CH3:32]>C(Cl)Cl>[F:20][C:3]1([F:2])[CH2:4][CH2:5][CH:6]([CH2:9][CH:10]2[CH2:15][CH:14]([C:16]([O:18][CH3:19])=[O:17])[CH2:13][CH2:12][N:11]2[C:30]([O:31][CH3:32])=[O:33])[CH2:7][CH2:8]1 |f:0.1|. Reported procedure: Methyl 2-((4,4-difluorocyclohexyl)methyl)piperidine-4-carboxylate hydrochloride (5.1 g, 16.36 mmol) was dissolved in DCM (150 mL), then DIPEA (7.14 mL, 40.89 mmol) was added. Methyl carbonochloridate (1.803 mL, 22.90 mmol) was added dropwise to the solution. The mixture was stirred at room temperature for 2 h. The mixture was washed with 0.1 M HCl (100 mL) and satd NaHCO3 (100 mL), then dried through a phase separator and evaporated yielding crude dimethyl 2-((4,4-difluorocyclohexyl)methyl)piper...